This data is from the Open Reaction Database (ORD), a public repository of structured organic reaction records. The task is: describe an organic reaction: reactants, conditions, products, and yield The reactants are BrC1=CC=C(C=O)C=C1 (4-bromobenzaldehyde), [F-].[K+] (potassium fluoride), C1(CC1)B(O)O (cyclo-propylboronic acid). The reagents and catalysts are Cl[Pd]([P](C1=CC=CC=C1)(C2=CC=CC=C2)C3=CC=CC=C3)([P](C4=CC=CC=C4)(C5=CC=CC=C5)C6=CC=CC=C6)Cl (bis(triphenylphosphine)-palladium (II) dichloride). The solvent is C1(=CC=CC=C1)C (toluene). Reaction conditions: temperature 110 celsius, time 24 hour. Product: C1(CC1)C1=CC=C(C=O)C=C1 (4-Cyclopropylbenzaldehyde). As a reaction SMILES: Br[C:2]1[CH:9]=[CH:8][C:5]([CH:6]=[O:7])=[CH:4][CH:3]=1.[F-].[K+].[CH:12]1(B(O)O)[CH2:14][CH2:13]1>C1(C)C=CC=CC=1.Cl[Pd](Cl)([P](C1C=CC=CC=1)(C1C=CC=CC=1)C1C=CC=CC=1)[P](C1C=CC=CC=1)(C1C=CC=CC=1)C1C=CC=CC=1>[CH:12]1([C:2]2[CH:9]=[CH:8][C:5]([CH:6]=[O:7])=[CH:4][CH:3]=2)[CH2:14][CH2:13]1 |f:1.2,^1:27,46|. Procedure: To a solution of 4-bromobenzaldehyde (94 g) in toluene (470 mL) were added potassium fluoride (95 g), cyclo-propylboronic acid (48 g) and bis(triphenylphosphine)-palladium (II) dichloride (3.6 g) under nitrogen atmosphere. The reaction mixture was stirred at 110° C. for 24 hr under nitrogen atmosphere. The reaction mixture was filtered using Celite. The filtrate was concentrated in vacuo to give the crude title compound. Reactants: Cl.CC1=C(NC2=CC=CC=C12)C=1C=NC=CC1 (3-methyl-2-pyridin-3-yl-1H-indole hydrochloride), BrCC=1C=C(C#N)C=CC1 (3-bromomethyl-benzonitrile). Yields the product CC1=C(N(C2=CC=CC=C12)CC=1C=C(C#N)C=CC1)C=1C=NC=CC1 (3-(3-methyl-2-pyridin-3-yl-1H-indol-1-ylmethyl)-benzonitrile). As a reaction SMILES: Cl.[CH3:2][C:3]1[C:11]2[C:6](=[CH:7][CH:8]=[CH:9][CH:10]=2)[NH:5][C:4]=1[C:12]1[CH:13]=[N:14][CH:15]=[CH:16][CH:17]=1.Br[CH2:19][C:20]1[CH:21]=[C:22]([CH:25]=[CH:26][CH:27]=1)[C:23]#[N:24]>>[CH3:2][C:3]1[C:11]2[C:6](=[CH:7][CH:8]=[CH:9][CH:10]=2)[N:5]([CH2:19][C:20]2[CH:21]=[C:22]([CH:25]=[CH:26][CH:27]=2)[C:23]#[N:24])[C:4]=1[C:12]1[CH:13]=[N:14][CH:15]=[CH:16][CH:17]=1 |f:0.1|. Reported procedure: 3-Methyl-2-pyridin-3-yl-1H-indole hydrochloride (Example 1) and 3-bromomethyl-benzonitrile are processed according to the method described in Example 25 to give 3-(3-methyl-2-pyridin-3-yl-1H-indol-1-ylmethyl)-benzonitrile. 1H NMR (400 MHz, MeOD) δ ppm 2.33 (s, 3H), 5.41 (s, 2H), 7.08 (d, J=8.1 Hz, 1H), 7.16 (s, 1H), 7.20 (t, J=7.2 Hz, 1H), 7.27 (ddd, J=7.6, 1.0 Hz, 1H), 7.37 (d, J=5.8 Hz, 1H), 7.38-7.42 (m, 1H), 7.54-7.57 (m, 1H), 7.57 (s, 1H), 7.68 (d, J=7.8 Hz, 1H), 7.85 (dt, J=7.8, 1.9 Hz, 1H... Reactants: solution, O (Water), C([O-])([O-])=O.[K+].[K+] (potassium carbonate), CC1([C@@H]([C@@H]1C(C(CBr)=O)Br)C(=O)OC)C (methyl (1R,cis) 2,2-dimethyl-3-(1,3-dibromo-2-oxopropyl)-cyclopropane-1-carboxylate). The solvent is O1CCCC1 (tetrahydrofuran). Run at time 90 minute. Yields the product CC1([C@@H]([C@@H]1\C=C/C(=O)O)C(=O)OC)C (methyl (1R,cis) 2,2-dimethyl-3-[(Z) 2-carboxyethenyl] -cyclopropane 1-carboxylate). As a reaction SMILES: [C:1](=[O:4])([O-:3])[O-].[K+].[K+].[CH3:7][C:8]1([CH3:21])[C@@H:10]([CH:11](Br)[C:12](=O)CBr)[C@H:9]1[C:17]([O:19][CH3:20])=[O:18].O>O1CCCC1>[CH3:7][C:8]1([CH3:21])[C@@H:10](/[CH:11]=[CH:12]\[C:1]([OH:3])=[O:4])[C@H:9]1[C:17]([O:19][CH3:20])=[O:18] |f:0.1.2|. Reported procedure: 1 ml of a 1N solution of potassium carbonate was placed under an inert gas atmosphere and then a solution of 0.342 g of methyl (1R,cis) 2,2-dimethyl-3-(1,3-dibromo-2-oxopropyl)-cyclopropane-1-carboxylate in 1.5 ml of tetrahydrofuran was added at about +5° C. The mixture was stirred for 90 minutes and then the temperature was allowed to rise to 20° C. and stirring was continued for 4 hours. Water was added and extraction was carried out with methylene chloride. The organic phase was dried and the... The reactants are NC=1C=CC(=C(C(=O)OCC)C1)OC=1C=C(C=NC1)Cl (ethyl 5-amino-2-(3-chloro-5-pyridyloxy)benzoate), ClC1=CC=C(C=C1)S(=O)(=O)Cl (4-chlorobenzenesulfonyl chloride), CCCCCC.C(C)OCC (hexane diethyl ether), ClC1=CC=C(C=C1)S(=O)(=O)Cl (4-chlorobenzenesulfonyl chloride). The solvent is C(Cl)Cl (CH2Cl2). Run at time 20 minute. The product is ClC1=CC=C(C=C1)S(=O)(=O)NC=1C=CC(=C(C(=O)OCC)C1)OC=1C=C(C=NC1)Cl (ethyl 5-(4-chlorobenzenesulfonamido)-2-(3-chloro-5-pyridyloxy)benzoate). RXN SMILES: [NH2:1][C:2]1[CH:3]=[CH:4][C:5]([O:13][C:14]2[CH:15]=[C:16]([Cl:20])[CH:17]=[N:18][CH:19]=2)=[C:6]([CH:12]=1)[C:7]([O:9][CH2:10][CH3:11])=[O:8].[Cl:21][C:22]1[CH:27]=[CH:26][C:25]([S:28](Cl)(=[O:30])=[O:29])=[CH:24][CH:23]=1.CCCCCC.C(OCC)C>C(Cl)Cl>[Cl:21][C:22]1[CH:27]=[CH:26][C:25]([S:28]([NH:1][C:2]2[CH:3]=[CH:4][C:5]([O:13][C:14]3[CH:15]=[C:16]([Cl:20])[CH:17]=[N:18][CH:19]=3)=[C:6]([CH:12]=2)[C:7]([O:9][CH2:10][CH3:11])=[O:8])(=[O:30])=[O:29])=[CH:24][CH:23]=1 |f:2.3|. Reported procedure: To a stirred solution of the aniline produced in Example 1 (168 mg, 0.574 mmol) in CH2Cl2 (3 mL) was added 4-chlorobenzenesulfonyl chloride (157 mg, 0.746 mmol, commercially available from Aldrich) at once. After 20 minutes, an additional amount (48 mg, 0.230 mmol) of 4-chlorobenzenesulfonyl chloride was added and the solution was stirred overnight. The product was isolated following column chromatography (1:1 hexane/diethyl ether). Yield: 160 mg (60%). Reactants: ClC1=CC=C2C(=CC=NC2=C1)NCC(C)(N)C (N1 -(7-chloro-quinolin-4-yl)-2-methyl-propane-1,2-diamine), ClC=1C=C(C=O)C=CC1Cl (3,4-dichlorobenzaldehyde). The solvent is C(C)O (ethanol). The product is ClC1=CC=C2C(=CC=NC2=C1)NCC(C)(NCC1=CC(=C(C=C1)Cl)Cl)C (N1 -(7-Chloro-quinolin-4-yl)-N2 -(3,4-dichloro-benzyl)-2-methyl-propane-1,2-diamine). As a reaction SMILES: [Cl:1][C:2]1[CH:11]=[C:10]2[C:5]([C:6]([NH:12][CH2:13][C:14]([CH3:17])([NH2:16])[CH3:15])=[CH:7][CH:8]=[N:9]2)=[CH:4][CH:3]=1.[Cl:18][C:19]1[CH:20]=[C:21]([CH:24]=[CH:25][C:26]=1[Cl:27])[CH:22]=O>C(O)C>[Cl:1][C:2]1[CH:11]=[C:10]2[C:5]([C:6]([NH:12][CH2:13][C:14]([CH3:17])([NH:16][CH2:22][C:21]3[CH:24]=[CH:25][C:26]([Cl:27])=[C:19]([Cl:18])[CH:20]=3)[CH3:15])=[CH:7][CH:8]=[N:9]2)=[CH:4][CH:3]=1. Reported procedure: 1.25 g of N1 -(7-chloro-quinolin-4-yl)-2-methyl-propane-1,2-diamine and 0.88 g of 3,4-dichlorobenzaldehyde were heated under reflux in 10 ml of ethanol for 3 hours. In order to complete the reaction, the solvent was evaporated in a vacuum. The resulting Schiff's base was again taken up in 20 ml of ethanol and reduced to the amine by the addition of 0.19 g of sodium borohydride. Excess reducing agent was decomposed after 2 hours by the addition of 10 ml of glacial acetic acid. The turbid solution... Reactants: C(=C)OCC (ethyl vinyl ether), ClC(=O)C(=O)OCC (ethyl chloroformylformate). Run at time 20 hour. The product is C(C)OC=CC(C(=O)OCC)=O (Ethyl 4-ethoxy-2-oxobut-3-enoate). Reaction SMILES: [CH:1]([O:3][CH2:4][CH3:5])=[CH2:2].Cl[C:7]([C:9]([O:11][CH2:12][CH3:13])=[O:10])=[O:8]>>[CH2:1]([O:3][CH:4]=[CH:5][C:7](=[O:8])[C:9]([O:11][CH2:12][CH3:13])=[O:10])[CH3:2]. Procedure: 145 g of ethyl vinyl ether were added dropwise to 137 g of ethyl chloroformylformate with cooling using ice/common salt; after warming to room temperature, the mixture was stirred for a further 20 hours. The volatile components were removed by distillation, and the residue was fractionated in a water-pump vacuum. Ethyl 4-ethoxy-2-oxobut-3-enoate of boiling point 140°-143° C./13 torr were obtained. 17.5 g of product were dissolved in 200 ml of toluene. 17.5 g of 2,6-dichlorophenylhydrazine were a... Starting materials: O=C([O-])C=CC(=O)[O-], CN1CCNCC1, ClC1=Nc2ccccc2Oc2c1csc2Cl, O=C1Nc2ccccc2Oc2c1csc2Cl. Yields the product O=C(O)C=CC(=O)O, CN1CCN(C2=Nc3ccccc3Oc3c2csc3Cl)CC1. RXN SMILES: [C:40]([CH:41]=[CH:42][C:43](=[O:44])[O-:45])(=[O:46])[O-:47].[CH3:33][N:34]1[CH2:35][CH2:36][NH:37][CH2:38][CH2:39]1.[Cl:17][c:18]1[s:19][cH:20][c:21]2[c:32]1[O:31][c:30]1[c:25]([cH:26][cH:27][cH:28][cH:29]1)[N:24]=[C:22]2[Cl:23].[Cl:1][c:2]1[s:3][cH:4][c:5]2[c:6]1[O:7][c:8]1[c:9]([cH:13][cH:14][cH:15][cH:16]1)[NH:10][C:11]2=[O:12]>>[C:40]([CH:41]=[CH:42][C:43](=[O:44])[OH:45])(=[O:46])[OH:47].[Cl:1][c:2]1[s:3][cH:4][c:5]2[c:6]1[O:7][c:8]1[c:9]([cH:13][cH:14][cH:15][cH:16]1)[N:10]=[C:11]2[N:37]1[CH2:36][CH2:35][N:34]([CH3:33])[CH2:39][CH2:38]1.